Dataset: the Open Reaction Database (ORD), a public repository of structured organic reaction records. Task: describe an organic reaction: reactants, conditions, products, and yield Reactants: C(C)(=O)OC=1C(=C2CCC(OC2=C(C1C)C)(CC(=O)OCC)C)C (ethyl 6-acetoxy-2,5,7,8-tetramethylchroman-2-acetate), [OH-].[Na+] (sodium hydroxide). Solvent: C(C)O (ethanol), O (water). Run at time 7 hour. Yields the product OC=1C(=C2CCC(OC2=C(C1C)C)(CC(=O)O)C)C (6-hydroxy-2,5,7,8-tetramethylchroman-2-acetic acid). The yield is 70.8%. RXN SMILES: C([O:4][C:5]1[C:6]([CH3:24])=[C:7]2[C:12](=[C:13]([CH3:16])[C:14]=1[CH3:15])[O:11][C:10]([CH3:23])([CH2:17][C:18]([O:20]CC)=[O:19])[CH2:9][CH2:8]2)(=O)C.[OH-].[Na+]>C(O)C.O>[OH:4][C:5]1[C:6]([CH3:24])=[C:7]2[C:12](=[C:13]([CH3:16])[C:14]=1[CH3:15])[O:11][C:10]([CH3:23])([CH2:17][C:18]([OH:20])=[O:19])[CH2:9][CH2:8]2 |f:1.2|. Procedure: A solution of ethyl 6-acetoxy-2,5,7,8-tetramethylchroman-2-acetate (36.5 g, ~108 mmol) and 50% aqueous sodium hydroxide (110 mL) in a mixture of ethanol (500 mL) and water (500 mL) was stirred at ambient temperature for 7 h. The reaction mixture was extracted with hexane (2×200 mL). The pH of the resulting solution was adjusted to ~2 with concentrated hydrochloric acid. Water (~200 mL) was added and the reaction mixture was cooled in an ice/water bath. Crystallization was induced by scratching w... Reactants: C12C(CC(C=C1)C2)C2SCC(N2)C(=O)[O-] (2-[(2RS)-5-norbornen-2-yl]-4-thiazolidinecarboxylate), C(C)(C)(C)OC(=O)NCC(=O)N1C(SC[C@H]1C(=O)OC(C)(C)C)C1C2C=CC(C1)C2 (tert-butyl (4R)-3-(2-tert-butoxycarbonylaminoacetyl)-2-[(2RS)-5-norbornen-2-yl]-4-thiazolidinecarboxylate), I[Si](C)(C)C (iodotrimethylsilane). Yields the product NCC(=O)N1C(SC[C@H]1C(=O)OC(C)(C)C)C1C2C=CC(C1)C2 (tert-butyl (4R)-3-(2-aminoacetyl)-2-[(2RS)-5-norbornen-2-yl]-4-thiazolidinecarboxylate). Yield: 99.8%. RXN SMILES: C12CC(C=C1)CC2C1NC(C([O-])=O)CS1.C(OC([NH:23][CH2:24][C:25]([N:27]1[C@H:31]([C:32]([O:34][C:35]([CH3:38])([CH3:37])[CH3:36])=[O:33])[CH2:30][S:29][CH:28]1[CH:39]1[CH2:44][CH:43]2[CH2:45][CH:40]1[CH:41]=[CH:42]2)=[O:26])=O)(C)(C)C.I[Si](C)(C)C>>[NH2:23][CH2:24][C:25]([N:27]1[C@H:31]([C:32]([O:34][C:35]([CH3:38])([CH3:37])[CH3:36])=[O:33])[CH2:30][S:29][CH:28]1[CH:39]1[CH2:44][CH:43]2[CH2:45][CH:40]1[CH:41]=[CH:42]2)=[O:26]. Reported procedure: tert-Butyl (4R)-3-2-aminoacetyl)-2-[(2RS)-5-norbornen-2-yl]-4-thiazolidinecarboxylate (mixture of isomers C and D) may be prepared in a manner similar to that described in Example 1B, but starting with 1.0 g of tert-butyl (4R)-3-(2-tert-butoxycarbonylaminoacetyl)-2-[(2RS)-5-norbornen-2-yl]-4-thiazolidinecarboxylate (mixture of isomers C and D) and 0.36 cm3 of iodotrimethylsilane. 0.77 g of tert-butyl (4R)-3-(2-aminoacetyl)-2-[(2RS)-5-norbornen-2-yl]-4-thiazolidinecarboxylate (mixture of isomers ... Reactants: Fc1ccc(Br)cc1, C1CCOC1, CCCCCC, CC(C)=O, [Li]CCCC, CC(C)NC(C)C, [Cl-], [NH4+]. The product is CC(C)(O)c1cc(Br)ccc1F. Reaction SMILES: [Br:19][c:20]1[cH:21][cH:22][c:23]([F:26])[cH:24][cH:25]1.[CH2:33]1[O:34][CH2:35][CH2:36][CH2:37]1.[CH3:13][CH2:14][CH2:15][CH2:16][CH2:17][CH3:18].[CH3:27][C:28]([CH3:29])=[O:30].[CH3:8][CH2:9][CH2:10][CH2:11][Li:12].[CH:1]([NH:2][CH:3]([CH3:4])[CH3:5])([CH3:6])[CH3:7].[Cl-:31].[NH4+:32]>>[Br:19][c:20]1[cH:21][c:22]([C:28]([CH3:27])([CH3:29])[OH:30])[c:23]([F:26])[cH:24][cH:25]1. Starting materials: ice water, C1=C(C=CC2=CC=CC=C12)C=O (2-naphthaldehyde), [N+](=O)([O-])C (nitromethane), C(C)(=O)[O-].[NH4+] (ammonium acetate). Run in C(C)(=O)O (acetic acid). Product: [N+](=O)([O-])C=CC1=CC2=CC=CC=C2C=C1 (2-(2-Nitroethenyl)naphthalene). Isolated yield 94.1%. Reaction SMILES: [CH:1]1[C:10]2[C:5](=[CH:6][CH:7]=[CH:8][CH:9]=2)[CH:4]=[CH:3][C:2]=1[CH:11]=O.[N+:13]([CH3:16])([O-:15])=[O:14].C([O-])(=O)C.[NH4+]>C(O)(=O)C>[N+:13]([CH:16]=[CH:11][C:2]1[CH:3]=[CH:4][C:5]2[C:10](=[CH:9][CH:8]=[CH:7][CH:6]=2)[CH:1]=1)([O-:15])=[O:14] |f:2.3|. Reported procedure: A mixture of 2-naphthaldehyde (12 g), nitromethane (13.8 g) and ammonium acetate (5 g) in acetic acid (50 ml) was refluxed for 21/2 hours. The brown mixture was poured into ice-water (100 ml) from which a yellow solid separated. Filtration and drying in vacuo afforded the title compound (14.4 g). Reactants: ClC=1C=NC(=NC1)SC1=CC=C(C=C1)OC (5-Chloro-2-(4-methoxyphenylthio)pyrimidine), B(Br)(Br)Br (Boron tribromide). Solvent: C(Cl)Cl (methylene chloride). Reaction conditions: temperature -78 celsius, time 1 hour. The product is ClC=1C=NC(=NC1)SC1=CC=C(C=C1)O (4-(5-chloro-2-pyrimidylthio)phenol). Yield: 70.6%. As a reaction SMILES: [Cl:1][C:2]1[CH:3]=[N:4][C:5]([S:8][C:9]2[CH:14]=[CH:13][C:12]([O:15]C)=[CH:11][CH:10]=2)=[N:6][CH:7]=1.B(Br)(Br)Br>C(Cl)Cl>[Cl:1][C:2]1[CH:3]=[N:4][C:5]([S:8][C:9]2[CH:10]=[CH:11][C:12]([OH:15])=[CH:13][CH:14]=2)=[N:6][CH:7]=1. Procedure: 5-Chloro-2-(4-methoxyphenylthio)pyrimidine (7.5 g) was dissolved in methylene chloride (60 ml) and the solution was cooled to -78° C. Boron tribromide (18 g) was added dropwise to the stirred solution, the temperature of the solution being maintained at -65° to -75° C. On completion of the addition the reaction mixture was stirred for a further one hour at -78° C. and then the temperature of the reaction mixture was allowed to rise slowly to 20° C. The reaction was quenched with water (50 ml), t... Reactants: [O-]C#N.[K+] (potassium cyanate), NC1=C(C(=O)O)C(=C(C=C1)OC)OC (2-Amino-5,6-dimethoxybenzoic acid), [OH-].[Na+] (sodium hydroxide), C(C)(C)O (isopropanol). Solvent: O (H2O), C(C)(=O)O (acetic acid). Conditions: temperature 60 celsius, time 2 hour. Product: OC1=NC2=CC=C(C(=C2C(=N1)O)OC)OC (2,4-Dihydroxy-5,6-dimethoxyquinazoline). Yield: 60.8%. As a reaction SMILES: [NH2:1][C:2]1[CH:10]=[CH:9][C:8]([O:11][CH3:12])=[C:7]([O:13][CH3:14])[C:3]=1[C:4]([OH:6])=O.[O-:15][C:16]#[N:17].[K+].[OH-].[Na+].C(O)(C)C>C(O)(=O)C.O>[OH:15][C:16]1[N:17]=[C:4]([OH:6])[C:3]2[C:2](=[CH:10][CH:9]=[C:8]([O:11][CH3:12])[C:7]=2[O:13][CH3:14])[N:1]=1 |f:1.2,3.4|. Procedure details: 2-Amino-5,6-dimethoxybenzoic acid (10.5 g, 53.2 mM) was dissolved in glacial acetic acid (100 ml) and potassium cyanate (10.8 g, 133.0 mM) in 120 ml H2O was added gradually and stirred for 2 hours at 60° C. After cooling the reaction mixture to 20° C., sodium hydroxide pellets (78.2 g, 196 mole) were added while maintaining the temperature below 60° C. The reaction mixture was then heated at 90° C. for 45 minutes. Upon cooling in an ice bath, the sodium salt of the product precipitated, was filt... Reactants: C1(=CC=CC=C1)S(=O)(=O)N1C=CC2=CC(=CC=C12)Br (1-benzenesulfonyl-5-bromoindole), C(C1=CC=CC=C1)C1CCN(CC1)CCC#C (4-benzyl-1-(3-butynyl)-piperidine), C1(=CC=CC=C1)S(=O)(=O)N1C=CC2=CC(=CC=C12)C#CCCN1CCC(CC1)CC1=CC=CC=C1 (1-Benzenesulfonyl-5-[4-(4-benzyl-piperidin-1-yl)-but-1-ynyl]-1H-indole). Reagents/catalysts: C=1C=CC(=CC1)[P](C=2C=CC=CC2)(C=3C=CC=CC3)[Pd]([P](C=4C=CC=CC4)(C=5C=CC=CC5)C=6C=CC=CC6)([P](C=7C=CC=CC7)(C=8C=CC=CC8)C=9C=CC=CC9)[P](C=1C=CC=CC1)(C=1C=CC=CC1)C=1C=CC=CC1 (tetrakis(triphenylphosphine)palladium). Run in N1CCCC1 (pyrrolidine). Product: C(C1=CC=CC=C1)C1CCN(CC1)CCC#CC=1C=C2C=CNC2=CC1 (5-[4-(4-Benzyl-piperidin-1-yl)-but-1-ynyl]-1H-indole). RXN SMILES: C1(S([N:10]2[C:18]3[C:13](=[CH:14][C:15]([C:19]#[C:20][CH2:21][CH2:22][N:23]4[CH2:28][CH2:27][CH:26]([CH2:29][C:30]5[CH:35]=[CH:34][CH:33]=[CH:32][CH:31]=5)[CH2:25][CH2:24]4)=[CH:16][CH:17]=3)[CH:12]=[CH:11]2)(=O)=O)C=CC=CC=1.C1(S(N2C3C(=CC(Br)=CC=3)C=C2)(=O)=O)C=CC=CC=1.C(C1CCN(CCC#C)CC1)C1C=CC=CC=1>N1CCCC1.C1C=CC([P]([Pd]([P](C2C=CC=CC=2)(C2C=CC=CC=2)C2C=CC=CC=2)([P](C2C=CC=CC=2)(C2C=CC=CC=2)C2C=CC=CC=2)[P](C2C=CC=CC=2)(C2C=CC=CC=2)C2C=CC=CC=2)(C2C=CC=CC=2)C2C=CC=CC=2)=CC=1>[CH2:29]([CH:26]1[CH2:27][CH2:28][N:23]([CH2:22][CH2:21][C:20]#[C:19][C:15]2[CH:14]=[C:13]3[C:18](=[CH:17][CH:16]=2)[NH:10][CH:11]=[CH:12]3)[CH2:24][CH2:25]1)[C:30]1[CH:35]=[CH:34][CH:33]=[CH:32][CH:31]=1 |^1:80,82,101,120|. Procedure details: 1-Benzenesulfonyl-5-[4-(4-benzyl-piperidin-1-yl)-but-1-ynyl]-1H-indole. A mixture of 1-benzenesulfonyl-5-bromoindole (1.34 g, 4 mmol), 4-benzyl-1-(3-butynyl)-piperidine (908 mg, 4 mmol) and tetrakis(triphenylphosphine)palladium (0) (600 mg) is stirred in pyrrolidine (50 mL) at 50° C. under N2 overnight. Most of the pyrrolidine is evaporated and the residue purified by medium-pressure column chromatography on silica gel eluting with 50% increasing to 100% EtOAc/hexanes to give the title compound ... The reactants are CC(C)(C)OC(=O)c1c(Br)c2ccccc2n1Cc1ccc(Cl)c(Cl)c1, C1COCCN1, CC(C)(C)[O-], Cc1ccccc1, [K+], O=C(C=Cc1ccccc1)C=Cc1ccccc1, O=C(C=Cc1ccccc1)C=Cc1ccccc1, O=C(C=Cc1ccccc1)C=Cc1ccccc1, O, [Pd], [Pd]. Product: CC(C)(C)OC(=O)c1c(N2CCOCC2)c2ccccc2n1Cc1ccc(Cl)c(Cl)c1. As a reaction SMILES: [Br:13][c:14]1[c:15]([C:32](=[O:33])[O:34][C:35]([CH3:36])([CH3:37])[CH3:38])[n:16]([CH2:23][c:24]2[cH:25][c:26]([Cl:31])[c:27]([Cl:30])[cH:28][cH:29]2)[c:17]2[cH:18][cH:19][cH:20][cH:21][c:22]12.[CH2:7]1[CH2:8][O:9][CH2:10][CH2:11][NH:12]1.[CH3:1][C:2]([CH3:3])([O-:4])[CH3:5].[CH3:40][c:41]1[cH:42][cH:43][cH:44][cH:45][cH:46]1.[K+:6].[O:49]=[C:50]([CH:51]=[CH:52][c:53]1[cH:54][cH:55][cH:56][cH:57][cH:58]1)[CH:59]=[CH:60][c:61]1[cH:62][cH:63][cH:64][cH:65][cH:66]1.[O:67]=[C:68]([CH:69]=[CH:70][c:71]1[cH:72][cH:73][cH:74][cH:75][cH:76]1)[CH:77]=[CH:78][c:79]1[cH:80][cH:81][cH:82][cH:83][cH:84]1.[O:85]=[C:86]([CH:87]=[CH:88][c:89]1[cH:90][cH:91][cH:92][cH:93][cH:94]1)[CH:95]=[CH:96][c:97]1[cH:98][cH:99][cH:100][cH:101][cH:102]1.[OH2:39].[Pd:47].[Pd:48]>>[CH2:7]1[CH2:8][O:9][CH2:10][CH2:11][N:12]1[c:14]1[c:15]([C:32](=[O:33])[O:34][C:35]([CH3:36])([CH3:37])[CH3:38])[n:16]([CH2:23][c:24]2[cH:25][c:26]([Cl:31])[c:27]([Cl:30])[cH:28][cH:29]2)[c:17]2[cH:18][cH:19][cH:20][cH:21][c:22]12.